Dataset: the Open Reaction Database (ORD), a public repository of structured organic reaction records. Task: describe an organic reaction: reactants, conditions, products, and yield Reactants: C(C)(C)(C)OC(NC1=C(C=C(C=C1)CO)C)=O (N-(4-hydroxymethyl-2-methylphenyl)carbamic acid t-butyl ester), C1(=CC=CC=C1)P(C1=CC=CC=C1)C1=CC=CC=C1 (triphenylphosphine), C(Br)(Br)(Br)Br (carbon tetrabromide). Solvent: C(Cl)Cl (methylene chloride). Run at time 30 minute. Product: C(C)(C)(C)OC(NC1=C(C=C(C=C1)CBr)C)=O (N-(4-bromomethyl-2-methylphenyl)carbamic acid t-butyl ester). Isolated yield 36.4%. RXN SMILES: [C:1]([O:5][C:6](=[O:17])[NH:7][C:8]1[CH:13]=[CH:12][C:11]([CH2:14]O)=[CH:10][C:9]=1[CH3:16])([CH3:4])([CH3:3])[CH3:2].C1(P(C2C=CC=CC=2)C2C=CC=CC=2)C=CC=CC=1.C(Br)(Br)(Br)[Br:38]>C(Cl)Cl>[C:1]([O:5][C:6](=[O:17])[NH:7][C:8]1[CH:13]=[CH:12][C:11]([CH2:14][Br:38])=[CH:10][C:9]=1[CH3:16])([CH3:4])([CH3:3])[CH3:2]. Procedure: The compound (1.035 g) obtained in Example 518 was dissolved in methylene chloride (20 ml) and to the solution, triphenylphosphine (1.38 g) and carbon tetrabromide (1.74 g) were successively added under ice cooling. The reaction mixture was stirred for 30 min under ice cooling, then stirred at room temperature for 30 min and the solvent was distilled off under reduced pressure. The resulting residue was purified by silica gel column chromatography (eluent, n-hexane:ethyl acetate=5:1) to give 476... The reactants are ClC1=CC=C(C(CN2C(=NC3=C2C=CC=C3)C=3C(=NON3)N)=O)C=C1 (4-[1-(4-chlorophenacyl)-1H-benzimidazol-2-yl]-furazan-3-ylamine), C([O-])([O-])=O.[K+].[K+] (potassium carbonate), COS(=O)(=O)OC (dimethylsulfate). Solvent: CC(=O)C (acetone). Conditions: time 16 hour. Product: CNC1=NON=C1C1=NC2=C(N1CC(=O)C1=CC=C(C=C1)Cl)C=CC=C2 (Methyl-{4-[1-(4-chlorophenacyl)-1H-benzimidazol-2-yl]-furazan-3-yl}-amine). RXN SMILES: [Cl:1][C:2]1[CH:25]=[CH:24][C:5]([C:6](=[O:23])[CH2:7][N:8]2[C:12]3[CH:13]=[CH:14][CH:15]=[CH:16][C:11]=3[N:10]=[C:9]2[C:17]2[C:18]([NH2:22])=[N:19][O:20][N:21]=2)=[CH:4][CH:3]=1.[C:26](=O)([O-])[O-].[K+].[K+].COS(OC)(=O)=O>CC(C)=O>[CH3:26][NH:22][C:18]1[C:17]([C:9]2[N:8]([CH2:7][C:6]([C:5]3[CH:4]=[CH:3][C:2]([Cl:1])=[CH:25][CH:24]=3)=[O:23])[C:12]3[CH:13]=[CH:14][CH:15]=[CH:16][C:11]=3[N:10]=2)=[N:21][O:20][N:19]=1 |f:1.2.3|. Procedure details: A suspension of 4-[1-(4-chlorophenacyl)-1H-benzimidazol-2-yl]-furazan-3-ylamine (0.10 g, 0.282 mmol, prepared according to Example 1), potassium carbonate (0.233 g, 1.69 mmol) and dimethylsulfate (0.142 g, 1.12 mmol) in acetone (5 ml) is stirred at room temperature for 16 hours. Filtration of the solids, concentration of the filtrate under reduced pressure and chromatography of the residue on silicagel using hexane-ethyl acetate as eluent gives the title compound as a colorless solid, m.p. 210-2...